The task is: describe an organic reaction: reactants, conditions, products, and yield. This data is from the Open Reaction Database (ORD), a public repository of structured organic reaction records. Reactants: OC1=CC=C(C=C1)C=1NC(=C(N1)C(=O)NC=1SC=CN1)C1=CC=C(C=C1)C (2-(4-Hydroxyphenyl)-5-(4-methylphenyl)-N-(2-thiazolyl)imidazole-4-carboxamide), CN(CCO)C (2-dimethylaminoethanol), C1(=CC=CC=C1)P(C1=CC=CC=C1)C1=CC=CC=C1 (triphenylphosphine), N(=NC(=O)OCC)C(=O)OCC (diethyl azodicarboxylate). Yields the product CN(CCOC1=CC=C(C=C1)C=1NC(=C(N1)C(=O)NC=1SC=CN1)C1=CC=C(C=C1)C)C (2-(4-(2-dimethylaminoethyloxy)phenyl)-5-(4-methylphenyl)-N-(2-thiazolyl)imidazole-4-carboxamide). As a reaction SMILES: [OH:1][C:2]1[CH:7]=[CH:6][C:5]([C:8]2[NH:9][C:10]([C:21]3[CH:26]=[CH:25][C:24]([CH3:27])=[CH:23][CH:22]=3)=[C:11]([C:13]([NH:15][C:16]3[S:17][CH:18]=[CH:19][N:20]=3)=[O:14])[N:12]=2)=[CH:4][CH:3]=1.[CH3:28][N:29]([CH3:33])[CH2:30][CH2:31]O.C1(P(C2C=CC=CC=2)C2C=CC=CC=2)C=CC=CC=1.N(C(OCC)=O)=NC(OCC)=O>>[CH3:28][N:29]([CH3:33])[CH2:30][CH2:31][O:1][C:2]1[CH:7]=[CH:6][C:5]([C:8]2[NH:9][C:10]([C:21]3[CH:22]=[CH:23][C:24]([CH3:27])=[CH:25][CH:26]=3)=[C:11]([C:13]([NH:15][C:16]3[S:17][CH:18]=[CH:19][N:20]=3)=[O:14])[N:12]=2)=[CH:4][CH:3]=1. Reported procedure: 2-(4-Hydroxyphenyl)-5-(4-methylphenyl)-N-(2-thiazolyl)imidazole-4-carboxamide, 2-dimethylaminoethanol, triphenylphosphine and diethyl azodicarboxylate are reacted and treated in the same manner as in Example 24 to give 2-(4-(2-dimethylaminoethyloxy)phenyl)-5-(4-methylphenyl)-N-(2-thiazolyl)imidazole-4-carboxamide. Reactants: CN(C)C(=O)Oc2ccc1ccccc1c2 (substrate), CCC(C)(C)OC(=O)c1cn(C)cn1 (effective_coupling_partner). The reagents and catalysts are dcypt. Reaction conditions: temperature 110 celsius, time 36 hour. Product: CCC(C)(C)OC(=O)c3cn(C)c(c2ccc1ccccc1c2)n3. Starting materials: Cl.OC1[C@H](N)[C@@H](O)[C@H](O)[C@H](O1)CO (glucosamine hydrochloride), S(=O)(=O)([O-])[O-].[Li+].[Li+] (lithium sulfate). Run in O (water). Yields the product [Cl-].[Li+].S(=O)(=O)(O)O.OC1[C@H](N)[C@@H](O)[C@H](O)[C@H](O1)CO (glucosamine sulfate lithium chloride). RXN SMILES: [ClH:1].[OH:2][CH:3]1[O:11][C@H:10]([CH2:12][OH:13])[C@@H:8]([OH:9])[C@H:6]([OH:7])[C@H:4]1[NH2:5].[S:14]([O-:18])([O-:17])(=[O:16])=[O:15].[Li+:19].[Li+]>O>[Cl-:1].[Li+:19].[S:14]([OH:18])([OH:17])(=[O:16])=[O:15].[OH:2][CH:3]1[O:11][C@H:10]([CH2:12][OH:13])[C@@H:8]([OH:9])[C@H:6]([OH:7])[C@H:4]1[NH2:5] |f:0.1,2.3.4,6.7.8.9|. Procedure details: Example 1 was repeated using 1679 g of purified water, 431.5 g (2 moles) of glucosamine hydrochloride and 128 g (1 mole) of lithium sulfate (monohydrate) instead of the sodium sulfate. After freeze drying, glucosamine sulfate lithium chloride was obtained as a white powder in a yield of 525 g (97% of theoretical). The reactants are CC(=O)[O-], CCO, Cc1nc(N)nc(Cl)n1, COCCOc1cnc(F)c(B(O)O)c1, [K+], O. Yields the product COCCOc1cnc(F)c(-c2nc(C)nc(N)n2)c1. RXN SMILES: [CH3:26][C:27](=[O:28])[O-:29].[CH3:30][CH2:31][OH:32].[Cl:16][c:17]1[n:18][c:19]([NH2:24])[n:20][c:21]([CH3:23])[n:22]1.[F:1][c:2]1[n:3][cH:4][c:5]([O:11][CH2:12][CH2:13][O:14][CH3:15])[cH:6][c:7]1[B:8]([OH:9])[OH:10].[K+:25].[OH2:33]>>[F:1][c:2]1[n:3][cH:4][c:5]([O:11][CH2:12][CH2:13][O:14][CH3:15])[cH:6][c:7]1-[c:17]1[n:18][c:19]([NH2:24])[n:20][c:21]([CH3:23])[n:22]1. Reactants: O=C([O-])[O-], CC#N, CN1CCNCC1, CCOCC, N#CCCl, [K+], [K+]. Product: CN1CCN(CC#N)CC1. As a reaction SMILES: [C:8](=[O:9])([O-:10])[O-:11].[CH3:18][C:19]#[N:20].[CH3:1][N:2]1[CH2:3][CH2:4][NH:5][CH2:6][CH2:7]1.[CH3:21][CH2:22][O:23][CH2:24][CH3:25].[Cl:14][CH2:15][C:16]#[N:17].[K+:12].[K+:13]>>[CH3:1][N:2]1[CH2:3][CH2:4][N:5]([CH2:15][C:16]#[N:17])[CH2:6][CH2:7]1. Starting materials: OC(CNC(CN1CC(C1)C1=CC2=C(C=3N=C(SC3CCO2)C=2N(N=CN2)C(C)C)C=C1)=O)(C)C (N-(2-hydroxy-2-methyl-propyl)-2-{3-[2-(2-isopropyl-2H-[1,2,4]triazol-3-yl)-4,5-dihydro-6-oxa-3-thia-1-aza-benzo[e]azulen-8-yl]-azetidin-1-yl}-acetamide), N(C(C)(C)C(=O)O)C(=O)OC(C)(C)C (Boc-Aib-OH). The product is C(C)(C)(C)OC(NC(C(=O)N1CC(C1)C1=CC2=C(C=3N=C(SC3CCO2)C=2N(N=CN2)C(C)C)C=C1)(C)C)=O ((2-{3-[2-(2-Isopropyl-2H-[1,2,4]triazol-3-yl)-4,5-dihydro-6-oxa-3-thia-1-aza-benzo[e]azulen-8-yl]-azetidin-1-yl}-1,1-dimethyl-2-oxo-ethyl)-carbamic acid tert-butyl ester), oil. The yield is 59.0%. As a reaction SMILES: OC(C)(C)CNC(=O)C[N:7]1[CH2:10][CH:9]([C:11]2[CH:32]=[CH:31][C:14]3[C:15]4[N:16]=[C:17]([C:23]5[N:24]([CH:28]([CH3:30])[CH3:29])[N:25]=[CH:26][N:27]=5)[S:18][C:19]=4[CH2:20][CH2:21][O:22][C:13]=3[CH:12]=2)[CH2:8]1.[NH:36]([C:43]([O:45][C:46]([CH3:49])([CH3:48])[CH3:47])=[O:44])[C:37]([C:40]([OH:42])=O)([CH3:39])[CH3:38]>>[C:46]([O:45][C:43](=[O:44])[NH:36][C:37]([CH3:38])([CH3:39])[C:40]([N:7]1[CH2:10][CH:9]([C:11]2[CH:32]=[CH:31][C:14]3[C:15]4[N:16]=[C:17]([C:23]5[N:24]([CH:28]([CH3:30])[CH3:29])[N:25]=[CH:26][N:27]=5)[S:18][C:19]=4[CH2:20][CH2:21][O:22][C:13]=3[CH:12]=2)[CH2:8]1)=[O:42])([CH3:49])([CH3:48])[CH3:47]. Procedure details: Following a similar method to N-(2-hydroxy-2-methyl-propyl)-2-{3-[2-(2-isopropyl-2H-[1,2,4]triazol-3-yl)-4,5-dihydro-6-oxa-3-thia-1-aza-benzo[e]azulen-8-yl]-azetidin-1-yl}-acetamide using Boc-Aib-OH, (2-{3-[2-(2-Isopropyl-2H-[1,2,4]triazol-3-yl)-4,5-dihydro-6-oxa-3-thia-1-aza-benzo[e]azulen-8-yl]-azetidin-1-yl}-1,1-dimethyl-2-oxo-ethyl)-carbamic acid tert-butyl ester was isolated as a colourless oil (203 mg, 59%). LCMS: RT=4.77 min, [M+H]+=553 Starting materials: O (water), CN(C(=O)C1(CSC=C1)C)C (N,N,3-trimethyl-3-thiophene carboxamide), [H-].[Al+3].[Li+].[H-].[H-].[H-] (lithium aluminium hydride), C(C)OCC (diethylether), C(C)OCC (diethylether). Conditions: time 1 hour. Product: CN(CC1=C(SC=C1)C)C (N,N,2-Trimethyl-3-thiophenemethanamine). RXN SMILES: [CH3:1][N:2]([CH3:11])[C:3]([C:5]1(C)[CH:9]=[CH:8][S:7][CH2:6]1)=O.[H-].[Al+3].[Li+].[H-].[H-].[H-].O.[CH2:19](OCC)C>>[CH3:1][N:2]([CH3:11])[CH2:3][C:5]1[CH:9]=[CH:8][S:7][C:6]=1[CH3:19] |f:1.2.3.4.5.6|. Procedure: A solution of N,N,3-trimethyl-3-thiophene carboxamide (1.3 g) in dry diethylether (50 ml) was added to a slurry of lithium aluminium hydride (0.3 g) in dry diethylether (100 ml) at room temperature. The mixture was stirred for 1 hour and then water was added. The mixture was filtered and the filtrate was evaporated to give the title compound (0.75 g) as a colourless oil. The picrate salt was formed in ethanol m.p. 155°. Reactants: ice water, Cl (HCl), ice, BrC1=C(C=CC2=CC=CC=C12)CCC(=O)Cl (β-(1-bromo-2-naphthyl)propionyl chloride), [Al+3].[Cl-].[Cl-].[Cl-] (AlCl3). Run in ClCl (Cl2). Yields the product BrC1=C2C(=CC=3C(CCC13)=O)C=CC=C2 (4-Bromobenz[f]indan-1-one). Yield: 80.1%. Reaction SMILES: [Br:1][C:2]1[C:11]2[C:6](=[CH:7][CH:8]=[CH:9][CH:10]=2)[CH:5]=[CH:4][C:3]=1[CH2:12][CH2:13][C:14](Cl)=[O:15].[Al+3].[Cl-].[Cl-].[Cl-].Cl>ClCl>[Br:1][C:2]1[C:3]2[CH2:12][CH2:13][C:14](=[O:15])[C:4]=2[CH:5]=[C:6]2[CH:7]=[CH:8][CH:9]=[CH:10][C:11]=12 |f:1.2.3.4|. Procedure details: To an ice cold, stirred solution of the above crude β-(1-bromo-2-naphthyl)propionyl chloride in 802 mL of dry CH2 Cl2 was added 26.11 g of anhydrous AlCl3 carefully. The reaction mixture was refluxed for 2 h, cooled to room temperature and treated carefully while stirring with 900 mL of ice-water followed by 75 mL of conc. HCl. The brown precipitate was filtered and washed five times with small portions of CH2Cl2. The aqueous layer was separated and extracted twice with 100-mL portions of CH2Cl2... Reactants: C(C#CC)O (2-butyn-1-ol), [H-].[Na+] (sodium hydride), [Cl-].[NH4+] (ammonium chloride), ClC1=NC=NC(=C1)CC1=C(C=CC=C1)C(F)(F)F (4-chloro-6-(2-trifluoromethylbenzyl)pyrimidine). The solvent is O1CCCC1 (tetrahydrofuran), O1CCCC1 (tetrahydrofuran), O1CCCC1 (tetrahydrofuran). The product is C(C#CC)OC1=NC=NC(=C1)CC1=C(C=CC=C1)C(F)(F)F (4-(2-butynyloxy)-6-(2-trifluoromethylbenzyl)pyrimidine). Yield: 106.8%. RXN SMILES: [H-].[Na+].[CH2:3]([OH:7])[C:4]#[C:5][CH3:6].Cl[C:9]1[CH:14]=[C:13]([CH2:15][C:16]2[CH:21]=[CH:20][CH:19]=[CH:18][C:17]=2[C:22]([F:25])([F:24])[F:23])[N:12]=[CH:11][N:10]=1.[Cl-].[NH4+]>O1CCCC1>[CH2:3]([O:7][C:9]1[CH:14]=[C:13]([CH2:15][C:16]2[CH:21]=[CH:20][CH:19]=[CH:18][C:17]=2[C:22]([F:24])([F:25])[F:23])[N:12]=[CH:11][N:10]=1)[C:4]#[C:5][CH3:6] |f:0.1,4.5|. Procedure details: In 2 ml of tetrahydrofuran was suspended 0.04 g of sodium hydride (60% in oil), to which 0.6 ml of a tetrahydrofuran solution containing 0.06 g of 2-butyn-1-ol was slowly added dropwise with stirring at room temperature. The mixture was stirred at room temperature for 20 minutes, to which 0.6 ml of a tetrahydrofuran solution containing 0.2 g of 4-chloro-6-(2-trifluoromethylbenzyl)pyrimidine was slowly added dropwise at room temperature, followed by stirring for 4 hours. The reaction mixture was ... Reactants: O (water), O (water), C(C1=CC=CC=C1)OC1=CC=C(C=C1)[C@@H](CN[C@@H]1CC2=CC(=CC=C2CC1)O)O ((1S)-1-(4-benzyloxyphenyl)-2-[((2S)-7-hydroxy-1,2,3,4-tetrahydronaphthalen-2-yl)amino]-ethanol), C(C)(C)N(C(C)C)CC (N,N-diisopropylethylamine), FC(C(=O)OC(C(F)(F)F)=O)(F)F (trifluoroacetic anhydride). Solvent: CO (methanol), ClCCl (dichloromethane). Conditions: time 12 hour. The product is C(C1=CC=CC=C1)OC1=CC=C(C=C1)[C@@H](CN[C@@H]1CC2=CC(=CC=C2CC1)OCC(=O)N(C)C)O (2-[(2S)-2-[[(2S)-2-(4-benzyloxyphenyl)-2-hydroxyethyl]amino]-1,2,3,4-tetrahydronaphthalen-7-yloxy]-N,N-dimethylacetamide). RXN SMILES: [CH2:1]([O:8][C:9]1[CH:14]=[CH:13][C:12]([C@H:15]([OH:29])[CH2:16][NH:17][C@H:18]2[CH2:27][CH2:26][C:25]3[C:20](=[CH:21][C:22]([OH:28])=[CH:23][CH:24]=3)[CH2:19]2)=[CH:11][CH:10]=1)[C:2]1[CH:7]=[CH:6][CH:5]=[CH:4][CH:3]=1.[CH:30]([N:33]([CH2:37]C)[CH:34](C)C)(C)[CH3:31].FC(F)(F)C(OC(=O)C(F)(F)F)=[O:42].O>ClCCl.CO>[CH2:1]([O:8][C:9]1[CH:10]=[CH:11][C:12]([C@H:15]([OH:29])[CH2:16][NH:17][C@H:18]2[CH2:27][CH2:26][C:25]3[C:20](=[CH:21][C:22]([O:28][CH2:31][C:30]([N:33]([CH3:37])[CH3:34])=[O:42])=[CH:23][CH:24]=3)[CH2:19]2)=[CH:13][CH:14]=1)[C:2]1[CH:7]=[CH:6][CH:5]=[CH:4][CH:3]=1. Procedure details: To a stirred suspension of (1S)-1-(4-benzyloxyphenyl)-2-[((2S)-7-hydroxy-1,2,3,4-tetrahydronaphthalen-2-yl)amino]-ethanol (1.30 g) and N,N-diisopropylethylamine (2.91 ml) in dichloromethane (16.7 ml) was added trifluoroacetic anhydride (1.41 ml) at -15° C. After reaction for 20 minutes, water was poured into the reaction mixture and the resulting mixture was extracted with dichloromethane. The extract was washed with water and brine, dried over anhydrous magnesium sulfate, and the solvent was re...